This data is from the Open Reaction Database (ORD), a public repository of structured organic reaction records. The task is: describe an organic reaction: reactants, conditions, products, and yield The reactants are C(C)O[C@@H]1[C@@H](CN(C1)C1=NC=CC=N1)NC1=NC(=C(N=C1CC)C=1C(=NC(=CC1)OC)C)CC (N-[(3R,4S)-4-ethoxy-1-pyrimidin-2-ylpyrrolidin-3-yl]-3,6-diethyl-5-(6-methoxy-2-methylpyridin-3-yl)pyrazin-2-amine), BrC1=NC=CC=N1 (2-bromopyrimidine), COC1=NC(=CC=C1C=1N=C(C(=NC1CC)N[C@@H]1CNC[C@@H]1OCC)CC)OC (5-(2,6-dimethoxypyridin-3-yl)-N-[(3R,4S)4-ethoxypyrrolidin-3-yl]-3,6-diethylpyrazin-2-amine). Product: COC1=NC(=CC=C1C=1N=C(C(=NC1CC)N[C@@H]1CN(C[C@@H]1OCC)C1=NC=CC=N1)CC)OC (5-(2,6-dimethoxypyridin-3-yl)-N-[(3R,4S)-4-ethoxy-1-pyrimidin-2-ylpyrrolidin-3-yl]-3,6-diethylpyrazin-2-amine). RXN SMILES: [CH2:1]([O:3][C@H:4]1[CH2:8][N:7]([C:9]2[N:14]=[CH:13][CH:12]=[CH:11][N:10]=2)[CH2:6][C@H:5]1[NH:15][C:16]1[C:21]([CH2:22][CH3:23])=[N:20][C:19]([C:24]2[C:25](C)=[N:26][C:27]([O:30][CH3:31])=[CH:28][CH:29]=2)=[C:18]([CH2:33][CH3:34])[N:17]=1)[CH3:2].BrC1N=CC=CN=1.[CH3:42][O:43]C1C(C2N=C(CC)C(N[C@H]3[C@@H](OCC)CNC3)=NC=2CC)=CC=C(OC)N=1>>[CH3:42][O:43][C:25]1[C:24]([C:19]2[N:20]=[C:21]([CH2:22][CH3:23])[C:16]([NH:15][C@H:5]3[C@@H:4]([O:3][CH2:1][CH3:2])[CH2:8][N:7]([C:9]4[N:10]=[CH:11][CH:12]=[CH:13][N:14]=4)[CH2:6]3)=[N:17][C:18]=2[CH2:33][CH3:34])=[CH:29][CH:28]=[C:27]([O:30][CH3:31])[N:26]=1. Procedure details: Following the procedure for the preparation of N-[(3R,4S)-4-ethoxy-1-pyrimidin-2-ylpyrrolidin-3-yl]-3,6-diethyl-5-(6-methoxy-2-methylpyridin-3-yl)pyrazin-2-amine but substituting 2-bromopyrimidine and starting with 5-(2,6-dimethoxypyridin-3-yl)-N-[(3R,4S)4-ethoxypyrrolidin-3-yl]-3,6-diethylpyrazin-2-amine provided the title compound as an amorphous solid. 1H NMR (400 MHz, CDCl3) δ) 8.35, 7.53, 6.52, 6.42, 5.18, 4.90, 4.20, 3.97, 3.93, 3.89, 3.77, 3.52, 2.72, 2.52, 1.33–1.25, 1.18; IR (diffuse re... Reactants: [BH4-], CO, O=C(CN1CCC(N2Cc3ccccc3NC2=O)CC1)c1cccc(Cl)c1, [Na+]. The product is O=C1Nc2ccccc2CN1C1CCN(CC(O)c2cccc(Cl)c2)CC1. RXN SMILES: [BH4-:28].[CH3:30][OH:31].[Cl:1][c:2]1[cH:3][c:4]([C:5](=[O:6])[CH2:7][N:8]2[CH2:9][CH2:10][CH:11]([N:14]3[C:15](=[O:24])[NH:16][c:17]4[cH:18][cH:19][cH:20][cH:21][c:22]4[CH2:23]3)[CH2:12][CH2:13]2)[cH:25][cH:26][cH:27]1.[Na+:29]>>[Cl:1][c:2]1[cH:3][c:4]([CH:5]([OH:6])[CH2:7][N:8]2[CH2:9][CH2:10][CH:11]([N:14]3[C:15](=[O:24])[NH:16][c:17]4[cH:18][cH:19][cH:20][cH:21][c:22]4[CH2:23]3)[CH2:12][CH2:13]2)[cH:25][cH:26][cH:27]1. Reported procedure: To a suspension of [4-(4-methoxyphenyl)-5-(4-pyridyl)-1,3-thiazol-2-yl]amine (1.0 g) in ethanol were added in turn a 20% solution of sodium ethoxide in ethanol (1.4 mL) and ethyl cyanoacetate (0.40 g). The resultant mixture was heated under reflux for 8 hours. After distilling off the solvent, water was added to the residue, the mixture was neutralized with acetic acid and the precipitate formed was filtered off. The remaining crude crystals were recrystallized from ethanol to obtain the title c... Yield: 42.1%. Reaction SMILES: [CH3:1][O:2][C:3]1[CH:8]=[CH:7][C:6]([C:9]2[N:10]=[C:11]([NH2:20])[S:12][C:13]=2[C:14]2[CH:19]=[CH:18][N:17]=[CH:16][CH:15]=2)=[CH:5][CH:4]=1.[O-]CC.[Na+].[C:25]([CH2:27][C:28](OCC)=[O:29])#[N:26]>C(O)C>[NH2:26][C:25]1[N:10]2[C:9]([C:6]3[CH:5]=[CH:4][C:3]([O:2][CH3:1])=[CH:8][CH:7]=3)=[C:13]([C:14]3[CH:19]=[CH:18][N:17]=[CH:16][CH:15]=3)[S:12][C:11]2=[N:20][C:28](=[O:29])[CH:27]=1 |f:1.2|. The reactants are resultant mixture, COC1=CC=C(C=C1)C=1N=C(SC1C1=CC=NC=C1)N ([4-(4-methoxyphenyl)-5-(4-pyridyl)-1,3-thiazol-2-yl]amine), solution, [O-]CC.[Na+] (sodium ethoxide), C(#N)CC(=O)OCC (ethyl cyanoacetate). The product is NC1=CC(N=C2N1C(=C(S2)C2=CC=NC=C2)C2=CC=C(C=C2)OC)=O (5-Amino-3-(4-methoxyphenyl)-2-(4-pyridyl)-7H-thiazolo[3,2-a]pyrimidin-7-one). Run in C(C)O (ethanol), C(C)O (ethanol). Reactants: CC(O)=S, COC(=O)C1C=CCN2C(=O)C(CCI)(Cc3ccccc3)C(=O)N12, CC(=O)[O-], CC(C)=O, [K+], [Na]. Yields the product COC(=O)C1C=CCN2C(=O)C(CCSC(C)=O)(Cc3ccccc3)C(=O)N12. Reaction SMILES: [C:32]([CH3:33])(=[S:34])[OH:35].[CH2:2]([c:3]1[cH:4][cH:5][cH:6][cH:7][cH:8]1)[C:9]1([CH2:24][CH2:25][I:26])[C:10](=[O:23])[N:11]2[N:12]([CH2:13][CH:14]=[CH:15][CH:16]2[C:17](=[O:18])[O:19][CH3:20])[C:21]1=[O:22].[CH3:28][C:29](=[O:30])[O-:31].[CH3:36][C:37](=[O:38])[CH3:39].[K+:27].[Na:1]>>[CH2:2]([c:3]1[cH:4][cH:5][cH:6][cH:7][cH:8]1)[C:9]1([CH2:24][CH2:25][S:34][C:32]([CH3:33])=[O:35])[C:10](=[O:23])[N:11]2[N:12]([CH2:13][CH:14]=[CH:15][CH:16]2[C:17](=[O:18])[O:19][CH3:20])[C:21]1=[O:22]. Reactants: CCCC[N+](CCCC)(CCCC)CCCC, ClCCl, [O-]Cl, OC(c1ccccc1)C(F)(F)F, [Na+], O, O=S(=O)([O-])O. The product is O=C(c1ccccc1)C(F)(F)F. Reaction SMILES: [CH2:22]([N+:23]([CH2:24][CH2:25][CH2:26][CH3:27])([CH2:28][CH2:29][CH2:30][CH3:31])[CH2:32][CH2:33][CH2:34][CH3:35])[CH2:36][CH2:37][CH3:38].[CH2:39]([Cl:40])[Cl:41].[Cl:13][O-:14].[F:1][C:2]([CH:3]([OH:4])[c:5]1[cH:6][cH:7][cH:8][cH:9][cH:10]1)([F:11])[F:12].[Na+:15].[OH2:16].[S:17]([O-:18])([OH:19])(=[O:20])=[O:21]>>[F:1][C:2]([C:3](=[O:4])[c:5]1[cH:6][cH:7][cH:8][cH:9][cH:10]1)([F:11])[F:12]. Reactants: BrC1=CC(=C(C(=O)NC)C=C1)NC(CCOC)=O (4-bromo-2-(3-methoxypropanamido)-N-methylbenzamide), [OH-].[Na+] (NaOH), O1CCOCC1 (dioxane). Solvent: O (water). Run at time 3 hour. Product: BrC1=CC=C2C(N(C(=NC2=C1)CCOC)C)=O (7-bromo-2-(2-methoxyethyl)-3-methylquinazolin-4(3H)-one). Yield: 124.9%. Reaction SMILES: [Br:1][C:2]1[CH:11]=[CH:10][C:5]([C:6]([NH:8][CH3:9])=[O:7])=[C:4]([NH:12][C:13](=O)[CH2:14][CH2:15][O:16][CH3:17])[CH:3]=1.[OH-].[Na+].O1CCOCC1>O>[Br:1][C:2]1[CH:3]=[C:4]2[C:5]([C:6](=[O:7])[N:8]([CH3:9])[C:13]([CH2:14][CH2:15][O:16][CH3:17])=[N:12]2)=[CH:10][CH:11]=1 |f:1.2|. Procedure details: The mixture of 4-bromo-2-(3-methoxypropanamido)-N-methylbenzamide (0.05 g, 0.159 mmol), 2.5 N NaOH (1 mL) and dioxane (1 mL) was stirred for 3 h at room temperature, then diluted with water, and extracted with ethyl acetate (3×10 mL). The combined organic layers were washed with brine (3×10 mL), dried over Na2SO4, filtered, and evaporated to give 59 mg of the target compound. MS (ESI): 297, 299 (MH+).